describe an organic reaction: reactants, conditions, products, and yield From a dataset of the Open Reaction Database (ORD), a public repository of structured organic reaction records. Reported procedure: A mixture of Intermediate 1 (8.4 g), 1,2-dibromethane (160 ml), 40% aqueous potassium hydroxide solution (45 ml) and 40% aqueous tetrabutylammonium hydroxide solution (4.5 ml) is heated with stirring at 40° C. for 18 hours. The reaction solution is washed with water, and the organic layer is dried over sodium sulfate, and the solvent is evaporated under reduced pressure. The residue is dissolved in dimethylformamide (45 ml), and thereto is added potassium phthalimide (1.9 g). The mixture is stir... The product is C(C)(C)(C)OC(=O)NCCOC1=C(C=C(C=C1)CC(=O)NC1=CC(=CC=C1)I)OC (4-[2-(tert-butoxycarbonylamino)ethoxy]-N-(3-iodophenyl)-3-methoxyphenylacetamide). Reaction SMILES: [OH:1][C:2]1[CH:7]=[CH:6][C:5]([CH2:8][C:9]([NH:11][C:12]2[CH:17]=[CH:16][CH:15]=[C:14]([I:18])[CH:13]=2)=[O:10])=[CH:4][C:3]=1[O:19][CH3:20].[OH-:21].[K+].[OH-:23].C([N+:28]([CH2:37]CCC)([CH2:33][CH2:34]CC)CCCC)CCC>BrCCBr>[C:5]([O:21][C:37]([NH:28][CH2:33][CH2:34][O:1][C:2]1[CH:7]=[CH:6][C:5]([CH2:8][C:9]([NH:11][C:12]2[CH:17]=[CH:16][CH:15]=[C:14]([I:18])[CH:13]=2)=[O:10])=[CH:4][C:3]=1[O:19][CH3:20])=[O:23])([CH3:8])([CH3:6])[CH3:4] |f:1.2,3.4|. Starting materials: OC1=C(C=C(C=C1)CC(=O)NC1=CC(=CC=C1)I)OC (4-hydroxy-N-(3-iodophenyl)-3-methoxyphenylacetamide), [OH-].[K+] (potassium hydroxide), [OH-].C(CCC)[N+](CCCC)(CCCC)CCCC (tetrabutylammonium hydroxide). Solvent: BrCCBr (1,2-dibromethane). Conditions: temperature 40 celsius, time 18 hour. The reactants are CC(CCOC1=CC=C(C=C1)O)C (4-(3,3-dimethyl-1-proplyoxy)-phenol), ice water, ClCN1C=NC(=C1Cl)Cl (1-chloromethyl-4,5-dichloroimidazole), [H-].[Na+] (sodium hydride), [H][H] (hydrogen). The solvent is CN(C=O)C (dimethylformamide), CN(C=O)C (dimethylformamide), CN(C=O)C (dimethylformamide). Reaction conditions: temperature 60 celsius. The product is CC(CCOC1=CC=C(OCN2C=NC(=C2Cl)Cl)C=C1)C (1-[4-(3,3-dimethyl-1-propyloxy)-phenoxymethyl]-4,5-dichloroimidazole). The yield is 69.9%. Reaction SMILES: [CH3:1][CH:2]([CH3:13])[CH2:3][CH2:4][O:5][C:6]1[CH:11]=[CH:10][C:9]([OH:12])=[CH:8][CH:7]=1.[H-].[Na+].[H][H].Cl[CH2:19][N:20]1[C:24]([Cl:25])=[C:23]([Cl:26])[N:22]=[CH:21]1>CN(C)C=O>[CH3:1][CH:2]([CH3:13])[CH2:3][CH2:4][O:5][C:6]1[CH:7]=[CH:8][C:9]([O:12][CH2:19][N:20]2[C:24]([Cl:25])=[C:23]([Cl:26])[N:22]=[CH:21]2)=[CH:10][CH:11]=1 |f:1.2|. Procedure details: Under a nitrogen blanket and at room temperature, 5.8 g of 4-(3,3-dimethyl-1-proplyoxy)-phenol in 20 ml of anhydrous dimethylformamide is dripped into 0.79 g of 80% strength sodium hydride in 50 ml of anhydrous dimethylformamide. After hydrogen evolution has subsided, the mixture is stirred for a further hour at 60° C. Subsequently, 6.12 g of 1-chloromethyl-4,5-dichloroimidazole in 20 ml of anhydrous dimethylformamide is dripped in at room temperature. The whole is then stirred for 3 hours at 80... The reactants are product, C(=O)(OC)C1=NC=C(C2=C1NC1=CC=CC=C21)OC(C)=O (1-carbomethoxy-4-acetoxy-9H-pyrido[3,4-b]indole), O (water), [H-].C(C(C)C)[Al+]CC(C)C (diisobutylaluminum hydride). Solvent: O1CCCC1 (tetrahydrofuran). Reaction conditions: time 2 hour. Yields the product OCC1=NC=C(C2=C1NC1=CC=CC=C21)O (1-Hydroxymethyl-4-Hydroxy-9H-pyrido[3,4-b]Indole). RXN SMILES: [C:1]([C:5]1[C:10]2[NH:11][C:12]3[C:17]([C:9]=2[C:8]([O:18]C(=O)C)=[CH:7][N:6]=1)=[CH:16][CH:15]=[CH:14][CH:13]=3)(OC)=[O:2].[H-].C([Al+]CC(C)C)C(C)C.O>O1CCCC1>[OH:2][CH2:1][C:5]1[C:10]2[NH:11][C:12]3[C:17]([C:9]=2[C:8]([OH:18])=[CH:7][N:6]=1)=[CH:16][CH:15]=[CH:14][CH:13]=3 |f:1.2|. Reported procedure: In 30 ml of dry tetrahydrofuran were dissolved 70 mg of the product of 1-carbomethoxy-4-acetoxy-9H-pyrido[3,4-b]indole. With ice-cooling, 4.0 ml of diisobutylaluminum hydride were added. The reaction mixture was allowed to stand for 2 hours, after which the unreacted reagent was decomposed with a small amount of water. The mixture was then extracted with ethyl acetate. The organic layers were pooled and concentrated and the resultant crystals were recrystallized from ethyl acetate to yield 16 mg... Starting materials: Cc1cccc(C(=O)NC(CCCc2ccccc2)C(=O)O)c1, COc1ccc(NCCN)cc1, ClCCl, On1nnc2ccccc21. Product: COc1ccc(NCCNC(=O)C(CCCc2ccccc2)NC(=O)c2cccc(C)c2)cc1. RXN SMILES: [CH3:1][c:2]1[cH:3][c:4]([C:5](=[O:6])[NH:7][CH:8]([C:9](=[O:10])[OH:11])[CH2:12][CH2:13][CH2:14][c:15]2[cH:16][cH:17][cH:18][cH:19][cH:20]2)[cH:21][cH:22][cH:23]1.[CH3:34][O:35][c:36]1[cH:37][cH:38][c:39]([NH:42][CH2:43][CH2:44][NH2:45])[cH:40][cH:41]1.[Cl:46][CH2:47][Cl:48].[OH:24][n:25]1[c:26]2[c:27]([cH:28][cH:29][cH:30][cH:31]2)[n:32][n:33]1>>[CH3:1][c:2]1[cH:3][c:4]([C:5](=[O:6])[NH:7][CH:8]([C:9](=[O:11])[NH:45][CH2:44][CH2:43][NH:42][c:39]2[cH:38][cH:37][c:36]([O:35][CH3:34])[cH:41][cH:40]2)[CH2:12][CH2:13][CH2:14][c:15]2[cH:16][cH:17][cH:18][cH:19][cH:20]2)[cH:21][cH:22][cH:23]1. Starting materials: C[Si](C)(C)[N-][Si](C)(C)C.[Li+] (lithium bis(trimethylsilyl)amide), C(=O)(OC(C)(C)C)N[C@@H](CC1=CC=CC=C1)[C@@H]1CCC(O1)=O (5(S)-[1(S)-(Boc-amino)-2-phenylethyl]-dihydrofuran-2-(3H)-one), FC1=C(CBr)C=CC(=C1)F (2,4-difluorobenzylbromide), CCCCCC.C(C)(=O)OCC (hexane ethyl acetate). Solvent: C1CCOC1 (THF), C1CCOC1 (THF). Product: C(=O)(OC(C)(C)C)N[C@@H](CC1=CC=CC=C1)[C@@H]1C[C@H](C(O1)=O)CC1=C(C=C(C=C1)F)F (5(S)-[1(S)-(Boc-amino)-2-phenylethyl]-3(R)-[(2,4-difluorophenyl)methyl]-dihydro-furan-2-(3H)-one). RXN SMILES: [C:1]([NH:8][C@H:9]([C@H:17]1[O:21][C:20](=[O:22])[CH2:19][CH2:18]1)[CH2:10][C:11]1[CH:16]=[CH:15][CH:14]=[CH:13][CH:12]=1)([O:3][C:4]([CH3:7])([CH3:6])[CH3:5])=[O:2].C[Si]([N-][Si](C)(C)C)(C)C.[Li+].[F:33][C:34]1[CH:41]=[C:40]([F:42])[CH:39]=[CH:38][C:35]=1[CH2:36]Br.CCCCCC.C(OCC)(=O)C>C1COCC1>[C:1]([NH:8][C@H:9]([C@H:17]1[O:21][C:20](=[O:22])[C@H:19]([CH2:36][C:35]2[CH:38]=[CH:39][C:40]([F:42])=[CH:41][C:34]=2[F:33])[CH2:18]1)[CH2:10][C:11]1[CH:16]=[CH:15][CH:14]=[CH:13][CH:12]=1)([O:3][C:4]([CH3:6])([CH3:7])[CH3:5])=[O:2] |f:1.2,4.5|. Procedure details: Analogously to Example 21 D) 1)c), 5.0 g (16.37 mmol) of 5(S)-[1(S)-(Boc-amino)-2-phenylethyl]-dihydrofuran-2-(3H)-one [Example 21 D) 1)b)] dissolved in 100 ml of THF are deprotonated at -75° C. with 32.7 ml of lithium bis(trimethylsilyl)amide 1M in THF, and alkylated starting at -75° C. with 2.51 ml (19.6 mmol) of 2,4-difluorobenzylbromide (Aldrich; Milwaukee/USA) (warming up during 2 h up to max. -60° C.). Column chromatography (SiO2, hexane/ethyl acetate 2:1) yields the title compound: TLC Rf... Starting materials: N1=C(C=CC2=CC=CC=C12)COC1=CC=C(C(=O)O)C=C1 (4-(Quinolin-2-ylmethoxy)-benzoic acid), COC(C1=CC(=C(C=C1)OCC1=NC2=CC=CC=C2C=C1)Cl)=O (3-Chloro-4-(quinolin-2-ylmethoxy)-benzoic acid methyl ester). Product: ClC=1C=C(C(=O)O)C=CC1OCC1=NC2=CC=CC=C2C=C1 (3-Chloro-4-(quinolin-2-ylmethoxy)-benzoic acid). RXN SMILES: N1C2C(=CC=CC=2)C=CC=1COC1C=CC(C(O)=O)=CC=1.C[O:23][C:24](=[O:44])[C:25]1[CH:30]=[CH:29][C:28]([O:31][CH2:32][C:33]2[CH:42]=[CH:41][C:40]3[C:35](=[CH:36][CH:37]=[CH:38][CH:39]=3)[N:34]=2)=[C:27]([Cl:43])[CH:26]=1>>[Cl:43][C:27]1[CH:26]=[C:25]([CH:30]=[CH:29][C:28]=1[O:31][CH2:32][C:33]1[CH:42]=[CH:41][C:40]2[C:35](=[CH:36][CH:37]=[CH:38][CH:39]=2)[N:34]=1)[C:24]([OH:44])=[O:23]. Procedure: Following the procedure for the preparation of 4-(Quinolin-2-ylmethoxy)-benzoic acid but substituting 3-Chloro-4-(quinolin-2-ylmethoxy)-benzoic acid methyl ester provided the title compound. (M+H m/z=314.0). The reactants are CC(=O)OCC(C)(C)C(=O)Cl, Nc1ccc(I)cn1. Product: CC(=O)OCC(C)(C)C(=O)Nc1ccc(I)cn1. RXN SMILES: [Cl:9][C:10](=[O:11])[C:12]([CH2:13][O:14][C:15]([CH3:16])=[O:17])([CH3:18])[CH3:19].[NH2:1][c:2]1[n:3][cH:4][c:5]([I:8])[cH:6][cH:7]1>>[NH:1]([c:2]1[n:3][cH:4][c:5]([I:8])[cH:6][cH:7]1)[C:10](=[O:11])[C:12]([CH2:13][O:14][C:15]([CH3:16])=[O:17])([CH3:18])[CH3:19].